Task: describe an organic reaction: reactants, conditions, products, and yield. Dataset: the Open Reaction Database (ORD), a public repository of structured organic reaction records The reactants are CCO, COC(=O)c1cccc([N+](=O)[O-])c1C. Product: COC(=O)c1cccc(N)c1C. Reaction SMILES: [CH3:15][CH2:16][OH:17].[CH3:1][c:2]1[c:3]([C:4](=[O:5])[O:6][CH3:7])[cH:8][cH:9][cH:10][c:11]1[N+:12]([O-:13])=[O:14]>>[CH3:1][c:2]1[c:3]([C:4](=[O:5])[O:6][CH3:7])[cH:8][cH:9][cH:10][c:11]1[NH2:12]. Product: COC(C(=O)NC1=CC=C(C=C1)[C@@H]1CC[C@H](CC1)C(=O)OC(C)(C)C)=O (tert-Butyl trans-4-(4-{[methoxy(oxo)acetyl]amino}phenyl)cyclohexanecarboxylate). As a reaction SMILES: Cl[C:2](=[O:7])[C:3]([O:5][CH3:6])=[O:4].[NH2:8][C:9]1[CH:14]=[CH:13][C:12]([C@H:15]2[CH2:20][CH2:19][C@H:18]([C:21]([O:23][C:24]([CH3:27])([CH3:26])[CH3:25])=[O:22])[CH2:17][CH2:16]2)=[CH:11][CH:10]=1.N1C=CC=CC=1>C(Cl)Cl>[CH3:6][O:5][C:3](=[O:4])[C:2]([NH:8][C:9]1[CH:10]=[CH:11][C:12]([C@H:15]2[CH2:16][CH2:17][C@H:18]([C:21]([O:23][C:24]([CH3:27])([CH3:26])[CH3:25])=[O:22])[CH2:19][CH2:20]2)=[CH:13][CH:14]=1)=[O:7]. Reaction conditions: time 16 hour. Reactants: ClC(C(=O)OC)=O (Methyl chlorooxoacetate), NC1=CC=C(C=C1)[C@@H]1CC[C@H](CC1)C(=O)OC(C)(C)C (tert-butyl trans-4-(4-aminophenyl)cyclohexanecarboxylate), N1=CC=CC=C1 (pyridine). Solvent: C(Cl)Cl (DCM). Procedure: Methyl chlorooxoacetate (2.5 g, 20.7 mmol) was added dropwise to a mixture of tert-butyl trans-4-(4-aminophenyl)cyclohexanecarboxylate (3.8 g, 13.8 mmol) and pyridine (2.2 mL, 27.6 mmol) in DCM (40 mL) at 10° C. The reaction mixture was warmed to room temperature and stirred for 16 h and then quenched with water. The layers were separated and the organic layer was washed with brine. The organic layer was dried and concentrated in vacuo and the residue was purified by chromatography, eluting with... Yield: 80.2%. The reactants are B, C1CCOC1, CSC, CCN1CCN(CC)c2cc(N)ccc2C1=O, C1COCCO1. Yields the product CCN1CCN(CC)c2cc(N)ccc2C1. RXN SMILES: [BH3:21].[CH2:28]1[O:29][CH2:30][CH2:31][CH2:32]1.[CH3:18][S:19][CH3:20].[NH2:1][c:2]1[cH:3][cH:4][c:5]2[c:6]([cH:17]1)[N:7]([CH2:15][CH3:16])[CH2:8][CH2:9][N:10]([CH2:13][CH3:14])[C:11]2=[O:12].[O:22]1[CH2:23][CH2:24][O:25][CH2:26][CH2:27]1>>[NH2:1][c:2]1[cH:3][cH:4][c:5]2[c:6]([cH:17]1)[N:7]([CH2:15][CH3:16])[CH2:8][CH2:9][N:10]([CH2:13][CH3:14])[CH2:11]2. RXN SMILES: [C:1]1(=[O:7])[CH2:6][CH2:5][CH2:4][CH2:3][CH2:2]1.[NH2:8][C:9]([CH3:13])([CH3:12])[CH2:10]O>>[CH3:10][C:9]1([CH3:13])[NH:8][C:1]2([CH2:6][CH2:5][CH2:4][CH2:3][CH2:2]2)[O:7][CH2:12]1. Yields the product CC1(COC2(N1)CCCCC2)C (3,3-dimethyl-1-oxa-4-azaspiro[4.5]decane). Procedure: Reaction of cyclohexanone with 2-amino-2-methyl-1-propanol to form 3,3-dimethyl-1-oxa-4-azaspiro[4.5]decane. Starting materials: C1(CCCCC1)=O (cyclohexanone), NC(CO)(C)C (2-amino-2-methyl-1-propanol). Starting materials: N#Cc1cc(F)cc(Br)c1, CC(C)(C)[Si](C)(C)OCc1cccc(B(O)O)c1, [K+], [K+], O=C([O-])[O-], CC(=O)[O-], CC(=O)[O-], C1COCCO1, [Pd+2], c1ccc(P(c2ccccc2)c2ccccc2)cc1. Product: CC(C)(C)[Si](C)(C)OCc1cccc(-c2cc(F)cc(C#N)c2)c1. As a reaction SMILES: [Br:1][c:2]1[cH:3][c:4]([C:5]#[N:6])[cH:7][c:8]([F:10])[cH:9]1.[CH3:36][C:37]([CH3:38])([CH3:39])[Si:40]([O:41][CH2:42][c:43]1[cH:44][c:45]([B:49]([OH:50])[OH:51])[cH:46][cH:47][cH:48]1)([CH3:52])[CH3:53].[K+:30].[K+:31].[O-:32][C:33]([O-:34])=[O:35].[O-:61][C:62]([CH3:63])=[O:64].[O-:65][C:66]([CH3:67])=[O:68].[O:54]1[CH2:55][CH2:56][O:57][CH2:58][CH2:59]1.[Pd+2:60].[c:11]1([P:12]([c:13]2[cH:14][cH:15][cH:16][cH:17][cH:18]2)[c:19]2[cH:20][cH:21][cH:22][cH:23][cH:24]2)[cH:25][cH:26][cH:27][cH:28][cH:29]1>>[c:2]1(-[c:45]2[cH:44][c:43]([CH2:42][O:41][Si:40]([C:37]([CH3:36])([CH3:38])[CH3:39])([CH3:52])[CH3:53])[cH:48][cH:47][cH:46]2)[cH:3][c:4]([C:5]#[N:6])[cH:7][c:8]([F:10])[cH:9]1. The reactants are NC1=NC=2C=CC=CC2C2=C1N=C(N2CC(C)(O)C)CON (1-{4-amino-2-[(aminooxy)methyl]-1H-imidazo[4,5-c]quinolin-1-yl}-2-methylpropan-2-ol), CC(=O)C (acetone). Solvent: CO (methanol). Product: NC1=NC=2C=CC=CC2C2=C1N=C(N2CC(C)(C)O)CON=C(C)C (acetone O-{[4-amino-1-(2-hydroxy-2-methylpropyl)-1H-imidazo[4,5-c]quinolin-2-yl]methyl}oxime). Reaction SMILES: [NH2:1][C:2]1[C:11]2[N:12]=[C:13]([CH2:20][O:21][NH2:22])[N:14]([CH2:15][C:16]([CH3:19])([OH:18])[CH3:17])[C:10]=2[C:9]2[CH:8]=[CH:7][CH:6]=[CH:5][C:4]=2[N:3]=1.[CH3:23][C:24]([CH3:26])=O>CO>[NH2:1][C:2]1[C:11]2[N:12]=[C:13]([CH2:20][O:21][N:22]=[C:24]([CH3:26])[CH3:23])[N:14]([CH2:15][C:16]([OH:18])([CH3:19])[CH3:17])[C:10]=2[C:9]2[CH:8]=[CH:7][CH:6]=[CH:5][C:4]=2[N:3]=1. Procedure details: A solution of 1-{4-amino-2-[(aminooxy)methyl]-1H-imidazo[4,5-c]quinolin-1-yl}-2-methylpropan-2-ol (800 mg, 2.65 mmol) in acetone (10 mL) and methanol (10 mL) was stirred for 20 hours at room temperature, then was concentrated under reduced pressure. The resulting yellow solid was purified by chromatography on a HORIZON HPFC system (silica gel, gradient elution with 5-15% methanol in chloroform) followed by crystallization from acetonitrile to yield 400 mg of acetone O-{[4-amino-1-(2-hydroxy-2-me...